This data is from the Open Reaction Database (ORD), a public repository of structured organic reaction records. The task is: describe an organic reaction: reactants, conditions, products, and yield Reaction SMILES: [Al+3].[Cl-].[Cl-].[Cl-].[SH:5][C:6]1[S:7][C:8]2[CH:14]=[CH:13][CH:12]=[CH:11][C:9]=2[N:10]=1.[C:15]([OH:23])(=[O:22])[C:16]([CH2:18][C:19]([OH:21])=[O:20])=[CH2:17].O>C(OCC)C.C(OCC)(=O)C>[S:7]1[C:8]2[CH:14]=[CH:13][CH:12]=[CH:11][C:9]=2[N:10]=[C:6]1[S:5][CH2:17][CH:16]([C:15]([OH:23])=[O:22])[CH2:18][C:19]([OH:21])=[O:20] |f:0.1.2.3|. Conditions: time 24 hour. Procedure details: 13.3 g of AlCl3 are dissolved in 100 ml of diethyl ether at 0° to 5°. 3.4 g of 2-mercaptobenzothiazole and 2.6 g of itaconic acid are then added. After the mixture has been stirred at 20°-25° for 24 hours, the ether solution is poured off and the residue is stirred with 100 ml of water and 100 ml of ethyl acetate. The organic phase is separated off, dried and evaporated. 3 g of 3-(benzothiazol-2-ylthio)-propane-1,2-dicarboxylic acid are obtained as the residue. Yield: 50.5%. Reactants: O (water), SC=1SC2=C(N1)C=CC=C2 (2-mercaptobenzothiazole), C(C(=C)CC(=O)O)(=O)O (itaconic acid), [Al+3].[Cl-].[Cl-].[Cl-] (AlCl3). The product is S1C(=NC2=C1C=CC=C2)SCC(CC(=O)O)C(=O)O (3-(benzothiazol-2-ylthio)-propane-1,2-dicarboxylic acid). Solvent: C(C)(=O)OCC (ethyl acetate), C(C)OCC (diethyl ether), CCOCC (ether). The reactants are BrC1=CC(=C(N)C=C1)C (4-Bromo-2-methylaniline), II (iodine), CC(=O)C (acetone). The product is BrC=1C=C2C=CCNC2=C(C1)C (6-bromo-1,2-dihydro-8-methylquinoline), oil. Reaction SMILES: [Br:1][C:2]1[CH:8]=[CH:7][C:5]([NH2:6])=[C:4]([CH3:9])[CH:3]=1.II.[CH3:12][C:13]([CH3:15])=O>>[Br:1][C:2]1[CH:8]=[C:7]2[C:5](=[C:4]([CH3:9])[CH:3]=1)[NH:6][CH2:15][CH:13]=[CH:12]2. Procedure details: 4-Bromo-2-methylaniline (5.58 g, 30 mmol) was treated with iodine (0.2 g, 0.9 mmol) and acetone (150 mL) in a sealed tube at 80° C. for 24 h to provide 6-bromo-1,2-dihydro-8-methylquinoline (Compound 85 of Scheme XXII) in 9% yield as a yellow oil (0.70g). Most of the aniline (>80%) was recovered. A mixture of the 6-bromo-1,2-dihydro-8-methylquinoline (90 mg, 0.33 mmol), 3-nitrobenzeneboronic acid (167 mg, 1.0 mmol), Pd(PPh3)4 (24 mg, 0.02 mmol), K2CO3 (190 mg, 1.38 mmol) in toluene (7 mL) and wa... Reactants: [OH-].[Na+] (Sodium hydroxide), ClC1=CC=C(C=C1)S(=O)(=O)C1=C(N(C2=CC=C(C=C12)C)CC(=O)O)C (3-[(4-chlorophenyl)sulfonyl]-2,5-dimethyl-1H-indol-1-acetic acid), ClC=1C(=C2C(=C(N(C2=CC1)CC(=O)OC)C)S(=O)(=O)C1=CC=C(C=C1)Cl)C#N (5-chloro-3-[(4-chlorophenyl)sulfonyl]-4-cyano-2-methyl-1H-indole-1-acetic acid, methyl ester). Solvent: C1CCOC1 (THF). Conditions: time 8 hour. The product is ClC=1C=C2C(=C(N(C2=CC1)CC(=O)[O-])C)S(=O)(=O)C1=CC=C(C=C1)Cl.[Na+] (Sodium 5-chloro-3-[(4-chlorophenyl)sulfonyl]-2-methyl-1H-indole-1-acetate). As a reaction SMILES: [OH-].[Na+:2].ClC1C=CC(S(C2C3C(=CC=C(C)C=3)N(CC(O)=O)C=2C)(=O)=O)=CC=1.[Cl:28][C:29]1[C:30](C#N)=[C:31]2[C:35](=[CH:36][CH:37]=1)[N:34]([CH2:38][C:39]([O:41]C)=[O:40])[C:33]([CH3:43])=[C:32]2[S:44]([C:47]1[CH:52]=[CH:51][C:50]([Cl:53])=[CH:49][CH:48]=1)(=[O:46])=[O:45]>C1COCC1>[Cl:28][C:29]1[CH:30]=[C:31]2[C:35](=[CH:36][CH:37]=1)[N:34]([CH2:38][C:39]([O-:41])=[O:40])[C:33]([CH3:43])=[C:32]2[S:44]([C:47]1[CH:52]=[CH:51][C:50]([Cl:53])=[CH:49][CH:48]=1)(=[O:45])=[O:46].[Na+:2] |f:0.1,5.6|. Procedure: Sodium hydroxide (1M, 4.3 ml) was added to a solution of the product of example 1 part (c) (1.75 g) in THF (60 ml). The reaction mixture was stirred overnight and then concentrated in vacuo. The residue was recrystallised from water to give the title compound as a white solid. Starting materials: OC1CCN(CC1)C1=CC=C(C(=O)NC=2C=C3C=CN(C3=CC2)C2=CC=C(C(=O)NC=3C=C4C=CN(C4=CC3)CC(=O)OCC)C=C2)C=C1 (Ethyl 2-(5-(4-(5-(4-(4-hydroxypiperidin-1-yl)benzamido)-1H-indol-1-yl)benzamido)-1H-indol-1-yl)acetate), C1(CC1)N (cyclopropylamine). The product is C1(CC1)NC(CN1C=CC2=CC(=CC=C12)NC(C1=CC=C(C=C1)N1C=CC2=CC(=CC=C12)NC(C1=CC=C(C=C1)N1CCC(CC1)O)=O)=O)=O (N-(1-(2-(Cyclopropylamino)-2-oxoethyl)-1H-indol-5-yl)-4-(5-(4-(4-hydroxypiperidin-1-yl)benzamido)-1H-indol-1-yl)benzamide). Reaction SMILES: [OH:1][CH:2]1[CH2:7][CH2:6][N:5]([C:8]2[CH:49]=[CH:48][C:11]([C:12]([NH:14][C:15]3[CH:16]=[C:17]4[C:21](=[CH:22][CH:23]=3)[N:20]([C:24]3[CH:47]=[CH:46][C:27]([C:28]([NH:30][C:31]5[CH:32]=[C:33]6[C:37](=[CH:38][CH:39]=5)[N:36]([CH2:40][C:41]([O:43]CC)=O)[CH:35]=[CH:34]6)=[O:29])=[CH:26][CH:25]=3)[CH:19]=[CH:18]4)=[O:13])=[CH:10][CH:9]=2)[CH2:4][CH2:3]1.[CH:50]1([NH2:53])[CH2:52][CH2:51]1>>[CH:50]1([NH:53][C:41](=[O:43])[CH2:40][N:36]2[C:37]3[C:33](=[CH:32][C:31]([NH:30][C:28](=[O:29])[C:27]4[CH:26]=[CH:25][C:24]([N:20]5[C:21]6[C:17](=[CH:16][C:15]([NH:14][C:12](=[O:13])[C:11]7[CH:48]=[CH:49][C:8]([N:5]8[CH2:4][CH2:3][CH:2]([OH:1])[CH2:7][CH2:6]8)=[CH:9][CH:10]=7)=[CH:23][CH:22]=6)[CH:18]=[CH:19]5)=[CH:47][CH:46]=4)=[CH:39][CH:38]=3)[CH:34]=[CH:35]2)[CH2:52][CH2:51]1. Procedure: Compound 969 was prepared by treatment of Compound 962 with cyclopropylamine. [M+H]+ calcd for C40H38N6O4: 667.30; found 667.31. Solvent: ClC(C)Cl (dichloroethane). Yields the product OC(CCCC(C)C1=CN=C(S1)NC([C@H](CCC)NC(CC)CC)=O)(C)C (2-(S)-(1-ethyl-propylamino)-pentanoic acid [5-(5-hydroxy-1,5-dimethyl-hexyl)-thiazol-2-yl]-amide). Starting materials: Cl.OC(CCCC(C)C1=CN=C(S1)NC([C@H](CCC)N)=O)(C)C (2-(S)-amino-pentanoic acid [5-(5-hydroxy-1,5-dimethyl-hexyl)-thiazol-2-yl]-amide HCl salt), CCC(CC)=O (3-pentanone), C(C)(=O)[O-].[Na+] (sodium acetate), S(=O)(=O)([O-])[O-].[Na+].[Na+] (sodium sulfate), C(#N)[BH3-].[Na+] (sodium cyanoborohydride). Reaction conditions: temperature 40 celsius, time 8 hour. Reagents/catalysts: C(C)(=O)O (acetic acid). Reported procedure: A mixture of 2-(S)-amino-pentanoic acid [5-(5-hydroxy-1,5-dimethyl-hexyl)-thiazol-2-yl]-amide HCl salt (200 mg, 0.55 mmol) and 3-pentanone (237 mg, 2.76 mmol), 5 drops of acetic acid, sodium acetate (100 mg), sodium sulfate (100 mg) and sodium cyanoborohydride (222 mg, 2.75 mmol) in dichloroethane (15 mL) was stirred at 40° C. overnight. The mixture was quenched with water, and extracted with methylene chloride. The organic layer was concentrated to dryness. The residue was purified by Shimadzu ... Reaction SMILES: Cl.[OH:2][C:3]([CH3:23])([CH3:22])[CH2:4][CH2:5][CH2:6][CH:7]([C:9]1[S:13][C:12]([NH:14][C:15](=[O:21])[C@@H:16]([NH2:20])[CH2:17][CH2:18][CH3:19])=[N:11][CH:10]=1)[CH3:8].[CH3:24][CH2:25][C:26](=O)[CH2:27][CH3:28].C([O-])(=O)C.[Na+].S([O-])([O-])(=O)=O.[Na+].[Na+].C([BH3-])#N.[Na+]>C(O)(=O)C.ClC(Cl)C>[OH:2][C:3]([CH3:22])([CH3:23])[CH2:4][CH2:5][CH2:6][CH:7]([C:9]1[S:13][C:12]([NH:14][C:15](=[O:21])[C@@H:16]([NH:20][CH:26]([CH2:27][CH3:28])[CH2:25][CH3:24])[CH2:17][CH2:18][CH3:19])=[N:11][CH:10]=1)[CH3:8] |f:0.1,3.4,5.6.7,8.9|. Reaction conditions: time 19 hour. Procedure details: 4-(4-aminophenylazo)-phenylamine (3.02 g) and pyrrolidine-1,2-dicarboxylic acid 1-tert-butyl ester (7.00 g) were dissolved in DCM (90 mL), and 1-ethoxycarbonyl-1,2-dihydroquinoline (8.45 g) was added. The reaction mixture was stirred at ambient temperature for 19 hours and evaporated under vacuum. Oil was dissolved in ethyl acetate, forming a precipitate, which was collected by vacuum filtration and dried under vacuum, giving 2-(4-{4-[(1-carboxylic acid tert-butyl ester-pyrrolidine-2-carbonyl)-a... The yield is 166.6%. The reactants are NC1=CC=C(C=C1)N=NC1=CC=C(C=C1)N (4-(4-aminophenylazo)-phenylamine), C(C)(C)(C)OC(=O)N1C(CCC1)C(=O)O (pyrrolidine-1,2-dicarboxylic acid 1-tert-butyl ester), C(C)OC(=O)N1CC=CC2=CC=CC=C12 (1-ethoxycarbonyl-1,2-dihydroquinoline). Product: C(C)(C)(C)OC(=O)N1CCCC1 (pyrrolidine-1-carboxylic acid tert-butyl ester). The solvent is C(Cl)Cl (DCM). RXN SMILES: NC1C=CC(N=NC2C=CC(N)=CC=2)=CC=1.[C:17]([O:21][C:22]([N:24]1[CH2:28][CH2:27][CH2:26][CH:25]1C(O)=O)=[O:23])([CH3:20])([CH3:19])[CH3:18].C(OC(N1C2C(=CC=CC=2)C=CC1)=O)C>C(Cl)Cl>[C:17]([O:21][C:22]([N:24]1[CH2:28][CH2:27][CH2:26][CH2:25]1)=[O:23])([CH3:20])([CH3:18])[CH3:19]. As a reaction SMILES: [F:1][C:2]([F:33])([F:32])[C:3]([NH:5][C@@H:6]1[CH2:31][CH2:30][N:9]2[C:10]3[CH:23]=[CH:22][C:21]([C:24]4[N:25]=NN(C)N=4)=[CH:20][C:11]=3[C@H:12]([CH3:19])[C:13]3[CH:18]=[CH:17][CH:16]=[CH:15][C:14]=3[C@H:8]2[CH2:7]1)=[O:4]>C1COCC1.N.[Zn]>[F:32][C:2]([F:1])([F:33])[C:3]([NH:5][C@@H:6]1[CH2:31][CH2:30][N:9]2[C:10]3[CH:23]=[CH:22][C:21]([C:24]4[CH:2]=[CH:3][N:5]=[CH:6][N:25]=4)=[CH:20][C:11]=3[C@H:12]([CH3:19])[C:13]3[CH:18]=[CH:17][CH:16]=[CH:15][C:14]=3[C@H:8]2[CH2:7]1)=[O:4]. The yield is 170.1%. Reported procedure: To a stirred solution of 10 (R8═C4H2N2Cl, R2═COCF3; 614 mg, 1.26 mmol) in THF (50 mL) and ammonia (22 mL), zinc (2.17 g 33.2 mmol) was added. The reaction mixture was stirred for 5 hours under reflux. The reaction was quenched with a saturated NaHCO3 solution in H2O and filtered over decalite. The product was extracted into ethyl acetate, washed with brine, dried (Na2SO4) and concentrated under reduced pressure. The crude product was purified by column chromatography on silica affording rel-2,2,... Conditions: time 5 hour. Solvent: C1CCOC1 (THF), N (ammonia). The reagents and catalysts are [Zn] (zinc). Product: FC(C(=O)N[C@H]1C[C@H]2N(C3=C([C@@H](C4=C2C=CC=C4)C)C=C(C=C3)C3=NC=NC=C3)CC1)(F)F (rel-2,2,2-trifluoro-N-[(2R,10R,14bR)-1,2,3,4,10,14b-hexahydro-10-methyl-8-(pyrimidin-4-yl)dibenzo[c,f]pyrido[1,2-a]azepin-2-yl]acetamide). The reactants are FC(C(=O)N[C@H]1C[C@H]2N(C3=C([C@@H](C4=C2C=CC=C4)C)C=C(C=C3)C=3N=NN(N3)C)CC1)(F)F (rel-2,2,2-trifluoro-N-[(2R,10R,14bR)-1,2,3,4,10,14b-hexahydro-10-methyl-8-(2-methyltetrazol-5-yl)dibenzo[c,f]pyrido[1,2-a]azepin-2-yl]acetamide). Yields the product C(CCCCC)NC(=O)N1CCC(CC1)SC1=CC=C(C=C1)CCNC[C@@H](COC1=CC=C(C=C1)O)O (N-hexyl-4-{[4-(2-{[(2S)-2-hydroxy-3-(4-hydroxyphenoxy)propyl]amino}ethyl)phenyl]sulfanyl}-1-piperidinecarboxamide). Procedure: 4-{[4-(2-Aminoethyl)phenyl]sulfanyl}-N-hexyl-1-piperidinecarboxamide (0.588 g, 1.617 mmol) was reacted with tert-butyl-(4-oxiranylmethoxy-phenoxy)-diphenylsilane (0.589 g, 1.455 mmol) according to Procedure G to give the title compound (eluant: 20/1 chloroform-methanol) (0.395 g, 0.514 mmol). Reaction SMILES: [NH2:1][CH2:2][CH2:3][C:4]1[CH:9]=[CH:8][C:7]([S:10][CH:11]2[CH2:16][CH2:15][N:14]([C:17]([NH:19][CH2:20][CH2:21][CH2:22][CH2:23][CH2:24][CH3:25])=[O:18])[CH2:13][CH2:12]2)=[CH:6][CH:5]=1.C([Si]([O:43][C:44]1[CH:49]=[CH:48][C:47]([O:50][CH2:51][CH:52]2[CH2:54][O:53]2)=[CH:46][CH:45]=1)(C1C=CC=CC=1)C1C=CC=CC=1)(C)(C)C>>[CH2:20]([NH:19][C:17]([N:14]1[CH2:15][CH2:16][CH:11]([S:10][C:7]2[CH:6]=[CH:5][C:4]([CH2:3][CH2:2][NH:1][CH2:54][C@H:52]([OH:53])[CH2:51][O:50][C:47]3[CH:48]=[CH:49][C:44]([OH:43])=[CH:45][CH:46]=3)=[CH:9][CH:8]=2)[CH2:12][CH2:13]1)=[O:18])[CH2:21][CH2:22][CH2:23][CH2:24][CH3:25]. Isolated yield 35.3%. Starting materials: NCCC1=CC=C(C=C1)SC1CCN(CC1)C(=O)NCCCCCC (4-{[4-(2-Aminoethyl)phenyl]sulfanyl}-N-hexyl-1-piperidinecarboxamide), C(C)(C)(C)[Si](C1=CC=CC=C1)(C1=CC=CC=C1)OC1=CC=C(C=C1)OCC1OC1 (tert-butyl-(4-oxiranylmethoxy-phenoxy)-diphenylsilane).